This data is from the Open Reaction Database (ORD), a public repository of structured organic reaction records. The task is: describe an organic reaction: reactants, conditions, products, and yield Reactants: C(=O)(O)[O-].[Na+] (NaHCO3), ClCCl (dichloromethane), COC=1C=C(C(=O)Cl)C=C(C1OC)OC (3,4,5-trimethoxybenzoyl chloride), NC1=CC(=NC=2N1N=CC2)CCC(C)O[Si](C)(C)C (7-amino-5-(3-trimethylsilyloxybutyl) pyrazolo[1,5-a]pyrimidine). The solvent is N1=CC=CC=C1 (pyridine). Run at time 2 hour. Product: OC(CCC1=NC=2N(C(=C1)NC(C1=CC(=C(C(=C1)OC)OC)OC)=O)N=CC2)C (5-(3-hydroxybutyl)-7-(3,4,5-trimethoxybenzoylamino) pyrazolo[1,5-a]pyrimidine). Yield: 64.2%. As a reaction SMILES: ClCCl.[CH3:4][O:5][C:6]1[CH:7]=[C:8]([CH:12]=[C:13]([O:17][CH3:18])[C:14]=1[O:15][CH3:16])[C:9](Cl)=[O:10].[NH2:19][C:20]1[N:25]2[N:26]=[CH:27][CH:28]=[C:24]2[N:23]=[C:22]([CH2:29][CH2:30][CH:31]([O:33][Si](C)(C)C)[CH3:32])[CH:21]=1.C([O-])(O)=O.[Na+]>N1C=CC=CC=1>[OH:33][CH:31]([CH3:32])[CH2:30][CH2:29][C:22]1[CH:21]=[C:20]([NH:19][C:9](=[O:10])[C:8]2[CH:7]=[C:6]([O:5][CH3:4])[C:14]([O:15][CH3:16])=[C:13]([O:17][CH3:18])[CH:12]=2)[N:25]2[N:26]=[CH:27][CH:28]=[C:24]2[N:23]=1 |f:3.4|. Procedure details: A dry dichloromethane solution (5 ml) containing 650 mg of 3,4,5-trimethoxybenzoyl chloride was slowly added dropwise to 5 ml of a pyridine solution containing 520 mg of the crystals obtained in step (7), and stirred at room temperature for 2 hours. After completion of the reaction, a saturated aqueous NaHCO3 solution was added and the reaction mixture was extracted with dichloromethane. The organic layer was collected and washed with a 1N aqueous hydrochloric acid until the pH of the water laye... Reactants: CC1=NCCN2C1=CC=1CCC3=C(C21)C=CC=C3 (5,6,10,11-Tetrahydro-8-methylbenzo[g]pyrazino[1,2-a]indole), saturated solution, C(\C=C\C(=O)O)(=O)O (fumaric acid), [BH4-].[Na+] (sodium borohydride). The solvent is C(C)O (ethanol), O (water), C(C)O (ethanol). Yields the product C(\C=C\C(=O)O)(=O)O.CC1NCCN2C1=CC=1CCC3=C(C21)C=CC=C3 (5,6,8,9,10,11-hexahydro-8-methylbenzo[g]pyrazino[1,2-a]indole fumarate). Yield: 24.0%. RXN SMILES: [CH3:1][C:2]1[C:7]2=[CH:8][C:9]3[CH2:10][CH2:11][C:12]4[CH:18]=[CH:17][CH:16]=[CH:15][C:13]=4[C:14]=3[N:6]2[CH2:5][CH2:4][N:3]=1.[BH4-].[Na+].[C:21]([OH:28])(=[O:27])/[CH:22]=[CH:23]/[C:24]([OH:26])=[O:25]>C(O)C.O>[C:21]([OH:28])(=[O:27])/[CH:22]=[CH:23]/[C:24]([OH:26])=[O:25].[CH3:1][CH:2]1[C:7]2=[CH:8][C:9]3[CH2:10][CH2:11][C:12]4[CH:18]=[CH:17][CH:16]=[CH:15][C:13]=4[C:14]=3[N:6]2[CH2:5][CH2:4][NH:3]1 |f:1.2,6.7|. Procedure: 5,6,10,11-Tetrahydro-8-methylbenzo[g]pyrazino[1,2-a]indole (0.6 g) was dissolved in a mixture of 25 ml of ethanol and 2.5 ml of water under argon. The solution was treated portionwise with 0.3 g of sodium borohydride while stirring and stirred at room temperature overnight. Thereafter, the solvent was removed in a vacuum, the residue was taken up in 50 ml of methylene chloride and washed with 50 ml of 10% ammonia solution. The phases were separated and the aqueous phase was extracted twice with ... Starting materials: BrBr, CC(=O)O, Nc1ccc2nc(C(c3ccccc3)c3ccccc3)[nH]c2c1. The product is Nc1ccc2nc(C(c3ccccc3)c3ccccc3)[nH]c2c1Br. Reaction SMILES: [Br:24][Br:25].[C:26]([OH:27])(=[O:28])[CH3:29].[c:1]1([CH:7]([c:8]2[nH:9][c:10]3[c:11]([n:12]2)[cH:13][cH:14][c:15]([NH2:17])[cH:16]3)[c:18]2[cH:19][cH:20][cH:21][cH:22][cH:23]2)[cH:2][cH:3][cH:4][cH:5][cH:6]1>>[c:1]1([CH:7]([c:8]2[nH:9][c:10]3[c:11]([n:12]2)[cH:13][cH:14][c:15]([NH2:17])[c:16]3[Br:24])[c:18]2[cH:19][cH:20][cH:21][cH:22][cH:23]2)[cH:2][cH:3][cH:4][cH:5][cH:6]1. Starting materials: C(C)(C)(C)C1=C(C(=CC=C1)C(C)(C)C)O (2,6-di-tert.butyl-phenol), OO (hydrogen peroxide), Br (hydrogen bromide). Solvent: CO (methanol). Reaction conditions: time 50 minute. Product: C(C)(C)(C)C1=C(O)C(=CC(=C1)O)C(C)(C)C (2,6-di-tert.butyl-hydroquinone). Isolated yield 97.0%. Reaction SMILES: [C:1]([C:5]1[CH:10]=[CH:9][CH:8]=[C:7]([C:11]([CH3:14])([CH3:13])[CH3:12])[C:6]=1[OH:15])([CH3:4])([CH3:3])[CH3:2].[OH:16]O.Br>CO>[C:11]([C:7]1[CH:8]=[C:9]([OH:16])[CH:10]=[C:5]([C:1]([CH3:4])([CH3:3])[CH3:2])[C:6]=1[OH:15])([CH3:14])([CH3:13])[CH3:12]. Procedure: A solution of 2,6-di-tert.butyl-phenol (11 g, 53.3 mmol), hydrogen peroxide at 60% (8 ml) and hydrogen bromide (5 g, 61.7 mmol) in methanol (150 ml) is refluxed for 25 minutes. On concentrating the solution, 2,6-di-tert.butyl-1,4-benzoquinone (10.5 g, 89.4%) crystallizes. This product is hydrogenated, in methanol (110 ml), in autoclave, with Pd/C at 5% (0.12 g), under a hydrogen pressure of 10 kg/cm2, for 50 minutes, at 20° C. After the catalyst being filtered off, and solvent evaporation, 2,6-d... The reactants are C(C)(=O)NC1=CC=C(C=C1)NC1=C(C=C(C(=O)O)C=C1S(N)(=O)=O)NCCCC (4-(4-acetamidophenylamino)-3-n-butylamino-5-sulfamoylbenzoic acid). The solvent is [OH-].[Na+] (sodium hydroxide). The product is NC1=CC=C(C=C1)NC1=C(C=C(C(=O)O)C=C1S(N)(=O)=O)NCCCC (4-(4-aminophenylamino)-3-n-butylamino-5-sulfamoylbenzoic acid). RXN SMILES: C([NH:4][C:5]1[CH:10]=[CH:9][C:8]([NH:11][C:12]2[C:20]([S:21](=[O:24])(=[O:23])[NH2:22])=[CH:19][C:15]([C:16]([OH:18])=[O:17])=[CH:14][C:13]=2[NH:25][CH2:26][CH2:27][CH2:28][CH3:29])=[CH:7][CH:6]=1)(=O)C>[OH-].[Na+]>[NH2:4][C:5]1[CH:10]=[CH:9][C:8]([NH:11][C:12]2[C:20]([S:21](=[O:23])(=[O:24])[NH2:22])=[CH:19][C:15]([C:16]([OH:18])=[O:17])=[CH:14][C:13]=2[NH:25][CH2:26][CH2:27][CH2:28][CH3:29])=[CH:7][CH:6]=1 |f:1.2|. Reported procedure: The mixture of 2 g of 4-(4-acetamidophenylamino)-3-n-butylamino-5-sulfamoylbenzoic acid and 50 ml of 2N aqueous sodium hydroxide is refluxed for one hour under nitrogen. It is cooled, filtered and the filtrate acidified with glacial acetic acid to a pH of 4-5. The mixture is cooled in an ice bath, the precipitate formed filtered off and recrystallized from 50% aqueous ethanol, to yield the 4-(4-aminophenylamino)-3-n-butylamino-5-sulfamoylbenzoic acid of the formula ##SPC8## Starting materials: C(C1=CC=CC=C1)OC1=CC=C(C=C1)C(C)=O (1-(4-(benzyloxy)-phenyl)-ethanone), CCN(C(C)C)C(C)C (DIPEA), [Si](C)(C)(C)OS(=O)(=O)C(F)(F)F (TMSOTf), C1CC(=O)N(C1=O)Br (NBS). Run in C(Cl)Cl (CH2Cl2). Conditions: temperature 0 celsius, time 1 hour. The product is C(C1=CC=CC=C1)OC1=CC=C(C=C1)C(CBr)=O (1-(4-benzyloxy-phenyl)-2-bromo-ethanone). RXN SMILES: [CH2:1]([O:8][C:9]1[CH:14]=[CH:13][C:12]([C:15](=[O:17])[CH3:16])=[CH:11][CH:10]=1)[C:2]1[CH:7]=[CH:6][CH:5]=[CH:4][CH:3]=1.CCN(C(C)C)C(C)C.[Si](OS(C(F)(F)F)(=O)=O)(C)(C)C.C1C(=O)N([Br:46])C(=O)C1>C(Cl)Cl>[CH2:1]([O:8][C:9]1[CH:10]=[CH:11][C:12]([C:15](=[O:17])[CH2:16][Br:46])=[CH:13][CH:14]=1)[C:2]1[CH:3]=[CH:4][CH:5]=[CH:6][CH:7]=1. Reported procedure: To a solution of 1-(4-(benzyloxy)-phenyl)-ethanone (49.12 g; 217.1 mmol) in CH2Cl2 (750 mL) was added drop wise DIPEA (45.37 mL; 260.5 mmol) and TMSOTf (45.18 mL; 249.6 mmol), both at 0° C. The resulting solution was maintained at 0° C. for 1 h, and then NBS (42.50 g; 238.8 mmol) was added in four portions. The resulting mixture was allowed to warm to RT and stirred 1 hour. Subsequently, the mixture was concentrated in vacuo and the residue was treated with EtOAc and washed twice with water, and... Reported procedure: 1,3-Di-cyclobutylmethyl-7-(2-oxopropyl)-xanthine was prepared from 1,3-di-cyclobutylmethyl xanthine and chloroacetone using an analogous procedure to that described in Example 5. The title compound was isolated as a crystalline solid, m.p. 155° C. As a reaction SMILES: [CH:1]1([CH2:5][N:6]2[C:15](=[O:16])[C:14]3[NH:13][CH:12]=[N:11][C:10]=3[N:9]([CH2:17][CH:18]3[CH2:21][CH2:20][CH2:19]3)[C:7]2=[O:8])[CH2:4][CH2:3][CH2:2]1.Cl[CH2:23][C:24](=[O:26])[CH3:25]>>[CH:1]1([CH2:5][N:6]2[C:15](=[O:16])[C:14]3[N:13]([CH2:23][C:24](=[O:26])[CH3:25])[CH:12]=[N:11][C:10]=3[N:9]([CH2:17][CH:18]3[CH2:21][CH2:20][CH2:19]3)[C:7]2=[O:8])[CH2:4][CH2:3][CH2:2]1. Product: C1(CCC1)CN1C(=O)N(C=2N=CN(C2C1=O)CC(C)=O)CC1CCC1 (1,3-Di-cyclobutylmethyl-7-(2-oxopropyl)-xanthine). The reactants are C1(CCC1)CN1C(=O)N(C=2N=CNC2C1=O)CC1CCC1 (1,3-di-cyclobutylmethyl xanthine), ClCC(C)=O (chloroacetone). Starting materials: C1(\C(\C)=C/C(=O)O1)=O (citraconic anhydride), Cl.Cl.C(C1=CC=CC=C1)NN (benzylhydrazine dihydrochloride), C(C)(=O)[O-].[K+] (potassium acetate). Solvent: C(C)(=O)O (acetic acid). Yields the product C(C1=CC=CC=C1)N1NC(C(=CC1=O)C)=O (1,2-dihydro-1-benzyl-4-methyl-3,6-pyridazinedione). RXN SMILES: [C:1]1(=[O:8])O[C:5](=[O:6])[CH:4]=[C:2]1[CH3:3].Cl.Cl.[CH2:11]([NH:18][NH2:19])[C:12]1[CH:17]=[CH:16][CH:15]=[CH:14][CH:13]=1.C([O-])(=O)C.[K+]>C(O)(=O)C>[CH2:11]([N:18]1[C:5](=[O:6])[CH:4]=[C:2]([CH3:3])[C:1](=[O:8])[NH:19]1)[C:12]1[CH:17]=[CH:16][CH:15]=[CH:14][CH:13]=1 |f:1.2.3,4.5|. Reported procedure: A slurry of citraconic anhydride (5.61 g, 50.0 mmol), benzylhydrazine dihydrochloride (9.80 g, 50.0 mmol) and potassium acetate (9.80 g, 100 mmol) in acetic acid (100 mL) was heated to reflux for 17 h. The reaction mixture was cooled and filtered. The filtrate was evaporated under reduced pressure and re-evaporated from toluene. The gummy yellow residue was partitioned between sodium carbonate solution (90 mL, 4 N) and EtOAc (50 mL). The aqueous extract was washed once with EtOAc and then slowly... The reactants are OC=1C(=NC=CC1)C=1SC=C(N1)C(=O)O (2-(3-hydroxy-2-pyridyl)-4-thiazolecarboxylic acid), N,N'-carbonyldiimidazole, NC1=NN=NN1 (5-aminotetrazole). Solvent: CN(C)C=O (DMF), CN(C)C=O (DMF). Run at temperature 80 celsius. Product: OC=1C(=NC=CC1)C=1SC=C(N1)C(=O)NC1=NN=NN1 (2-(3-hydroxy-2-pyridyl)-N-(1H-tetrazole-5-yl)-4-thiazolecarboxamide). Yield: 53.8%. Reaction SMILES: [OH:1][C:2]1[C:3]([C:8]2[S:9][CH:10]=[C:11]([C:13]([OH:15])=O)[N:12]=2)=[N:4][CH:5]=[CH:6][CH:7]=1.[NH2:16][C:17]1[NH:21][N:20]=[N:19][N:18]=1>CN(C=O)C>[OH:1][C:2]1[C:3]([C:8]2[S:9][CH:10]=[C:11]([C:13]([NH:16][C:17]3[NH:21][N:20]=[N:19][N:18]=3)=[O:15])[N:12]=2)=[N:4][CH:5]=[CH:6][CH:7]=1. Reported procedure: A suspension of 2-(3-hydroxy-2-pyridyl)-4-thiazolecarboxylic acid (200 mg) and N,N'-carbonyldiimidazole (hereinafter, referred to as CDI) (291.9 mg) in dry DMF (7 ml), prepared under argon atmosphere, was heated at 80° C. for 1.5 hours. A solution of 5-aminotetrazole (91.9 mg) in dry DMF (3 ml) was added dropwise thereto and allowed to react at 85° C. for 3.5 hours. Then the reaction mixture was cooled to room temperature. The produced solids were filtered with suction, washed with DMF and THF a... Starting materials: CC(C)(C)[Si](C)(C)Cl, CN(C)C=O, COc1cc(C2c3cc4c(cc3C(N)C3COC(=O)C23)OCO4)cc(OC)c1O, c1c[nH]cn1. Product: COc1cc(C2c3cc4c(cc3C(N)C3COC(=O)C23)OCO4)cc(OC)c1O[Si](C)(C)C(C)(C)C. As a reaction SMILES: [C:30]([CH3:31])([CH3:32])([CH3:33])[Si:34]([CH3:35])([CH3:36])[Cl:37].[CH3:43][N:44]([CH3:45])[CH:46]=[O:47].[NH2:1][CH:2]1[CH:3]2[CH:4]([CH:5]([c:15]3[cH:16][c:17]([O:24][CH3:25])[c:18]([OH:23])[c:19]([O:21][CH3:22])[cH:20]3)[c:6]3[cH:7][c:8]4[c:9]([cH:13][c:14]31)[O:10][CH2:11][O:12]4)[C:26](=[O:29])[O:27][CH2:28]2.[nH:38]1[cH:39][cH:40][n:41][cH:42]1>>[NH2:1][CH:2]1[CH:3]2[CH:4]([CH:5]([c:15]3[cH:16][c:17]([O:24][CH3:25])[c:18]([O:23][Si:34]([C:30]([CH3:31])([CH3:32])[CH3:33])([CH3:35])[CH3:36])[c:19]([O:21][CH3:22])[cH:20]3)[c:6]3[cH:7][c:8]4[c:9]([cH:13][c:14]31)[O:10][CH2:11][O:12]4)[C:26](=[O:29])[O:27][CH2:28]2.